Dataset: the Open Reaction Database (ORD), a public repository of structured organic reaction records. Task: describe an organic reaction: reactants, conditions, products, and yield Starting materials: C(=O)O.NCCC1=CC=C(NC2CCN(CC2)C(=O)N)C=C1 (4-[4-(2-Aminoethyl)anilino]-1-piperidinecarboxamide formate), C(C)(C)(C)[Si](C1=CC=CC=C1)(C1=CC=CC=C1)OC1=CC=C(C=C1)OCC1OC1 (tert-butyl-(4-oxiranylmethoxy-phenoxy)-diphenyl-silane). The product is O[C@@H](CNCCC1=CC=C(C=C1)NC1CCN(CC1)C(=O)N)COC1=CC=C(C=C1)O (4-(4-{2-[(2S)-2-Hydroxy-3-(4-hydroxy-phenoxy)-propylamino]-ethyl}-phenylamino)-piperidine-1-carboxylic acid amide). Yield: 12.9%. As a reaction SMILES: C(O)=O.[NH2:4][CH2:5][CH2:6][C:7]1[CH:22]=[CH:21][C:10]([NH:11][CH:12]2[CH2:17][CH2:16][N:15]([C:18]([NH2:20])=[O:19])[CH2:14][CH2:13]2)=[CH:9][CH:8]=1.C([Si]([O:40][C:41]1[CH:46]=[CH:45][C:44]([O:47][CH2:48][CH:49]2[CH2:51][O:50]2)=[CH:43][CH:42]=1)(C1C=CC=CC=1)C1C=CC=CC=1)(C)(C)C>>[OH:50][C@H:49]([CH2:48][O:47][C:44]1[CH:45]=[CH:46][C:41]([OH:40])=[CH:42][CH:43]=1)[CH2:51][NH:4][CH2:5][CH2:6][C:7]1[CH:8]=[CH:9][C:10]([NH:11][CH:12]2[CH2:17][CH2:16][N:15]([C:18]([NH2:20])=[O:19])[CH2:14][CH2:13]2)=[CH:21][CH:22]=1 |f:0.1|. Procedure: 4-[4-(2-Aminoethyl)anilino]-1-piperidinecarboxamide formate (0.76 g, 2.37 mmol) was reacted with tert-butyl-(4-oxiranylmethoxy-phenoxy)-diphenyl-silane (0.817 g, 2.02 mmol) according to Procedure G to give the title compound (eluant: 20:1 chloroform-methanol) (0.175 g, 0.26 mmol). Starting materials: ClC=1N=NC(=CC1)C1=C(C=C(C=C1)N1N=CC=C1)OC (3-chloro-6-(2-methoxy-4-(1H-pyrazol-1-yl)phenyl)pyridazine), CC1(OB(OC1(C)C)C1=CCN(CC1)C(=O)OC(C)(C)C)C (tert-butyl 4-(4,4,5,5-tetramethyl-1,3,2-dioxaborolan-2-yl)-5,6-dihydropyridine-1(2H)-carboxylate). Product: COC1=C(C=CC(=C1)N1N=CC=C1)C1=CC=C(N=N1)C1=CCN(CC1)C(=O)OC(C)(C)C (tert-Butyl 4-(6-(2-methoxy-4-(1H-pyrazol-1-yl)phenyl)pyridazin-3-yl)-5,6-dihydropyridine-1(2H)-carboxylate). Yield: 100.0%. As a reaction SMILES: Cl[C:2]1[N:3]=[N:4][C:5]([C:8]2[CH:13]=[CH:12][C:11]([N:14]3[CH:18]=[CH:17][CH:16]=[N:15]3)=[CH:10][C:9]=2[O:19][CH3:20])=[CH:6][CH:7]=1.CC1(C)C(C)(C)OB([C:29]2[CH2:34][CH2:33][N:32]([C:35]([O:37][C:38]([CH3:41])([CH3:40])[CH3:39])=[O:36])[CH2:31][CH:30]=2)O1>>[CH3:20][O:19][C:9]1[CH:10]=[C:11]([N:14]2[CH:18]=[CH:17][CH:16]=[N:15]2)[CH:12]=[CH:13][C:8]=1[C:5]1[N:4]=[N:3][C:2]([C:29]2[CH2:34][CH2:33][N:32]([C:35]([O:37][C:38]([CH3:41])([CH3:40])[CH3:39])=[O:36])[CH2:31][CH:30]=2)=[CH:7][CH:6]=1. Procedure details: tert-Butyl 4-(6-(2-methoxy-4-(1H-pyrazol-1-yl)phenyl)pyridazin-3-yl)-5,6-dihydropyridine-1(2H)-carboxylate (151 mg, 0.35 mmol, 100% yield) was prepared from Intermediate 2-1 and tert-butyl 4-(4,4,5,5-tetramethyl-1,3,2-dioxaborolan-2-yl)-5,6-dihydropyridine-1(2H)-carboxylate using General Method 1-4 for Suzuki coupling. LCMS Rt=1.58 min, M+1=434.8 (condition B). Reactants: CC(C)(C)OC(=O)c1ccc2nc(NC(=O)c3ccccc3-c3ccc(C(F)(F)F)cc3)ccc2c1, Cl, C1COCCO1. The product is O=C(O)c1ccc2nc(NC(=O)c3ccccc3-c3ccc(C(F)(F)F)cc3)ccc2c1. As a reaction SMILES: [C:1]([CH3:2])([CH3:3])([CH3:4])[O:5][C:6](=[O:7])[c:8]1[cH:9][c:10]2[cH:11][cH:12][c:13]([NH:18][C:19](=[O:20])[c:21]3[c:22](-[c:27]4[cH:28][cH:29][c:30]([C:33]([F:34])([F:35])[F:36])[cH:31][cH:32]4)[cH:23][cH:24][cH:25][cH:26]3)[n:14][c:15]2[cH:16][cH:17]1.[ClH:37].[O:38]1[CH2:39][CH2:40][O:41][CH2:42][CH2:43]1>>[O:5]=[C:6]([OH:7])[c:8]1[cH:9][c:10]2[cH:11][cH:12][c:13]([NH:18][C:19](=[O:20])[c:21]3[c:22](-[c:27]4[cH:28][cH:29][c:30]([C:33]([F:34])([F:35])[F:36])[cH:31][cH:32]4)[cH:23][cH:24][cH:25][cH:26]3)[n:14][c:15]2[cH:16][cH:17]1.